This data is from the Open Reaction Database (ORD), a public repository of structured organic reaction records. The task is: describe an organic reaction: reactants, conditions, products, and yield Reactants: C(C)(C)(C)NC(=O)C1=CN(C2=NC=C(N=C21)C2=NN(C1=CC=C(C=C21)OC(F)F)CC2CN(C2)C(=O)OC(C)(C)C)COCC[Si](C)(C)C (tert-butyl 3-((3-(7-(tert-butylcarbamoyl)-5-((2-(trimethylsilyl)ethoxy)methyl)-5H-pyrrolo[2,3-b]pyrazin-2-yl)-5-(difluoromethoxy)-1H-indazol-1-yl)methyl)azetidine-1-carboxylate). Run in FC(CO)(F)F (2,2,2-trifluoroethanol). The product is N1CC(C1)CN1N=C(C2=CC(=CC=C12)OC(F)F)C=1N=C2C(=NC1)N(C=C2C(=O)NC(C)(C)C)COCC[Si](C)(C)C (2-(1-(Azetidin-3-ylmethyl)-5-(difluoromethoxy)-1H-indazol-3-yl)-N-tert-butyl-5-((2-(trimethylsilyl)ethoxy)methyl)-5H-pyrrolo[2,3-b]pyrazine-7-carboxamide). As a reaction SMILES: [C:1]([NH:5][C:6]([C:8]1[C:16]2[C:11](=[N:12][CH:13]=[C:14]([C:17]3[C:25]4[C:20](=[CH:21][CH:22]=[C:23]([O:26][CH:27]([F:29])[F:28])[CH:24]=4)[N:19]([CH2:30][CH:31]4[CH2:34][N:33](C(OC(C)(C)C)=O)[CH2:32]4)[N:18]=3)[N:15]=2)[N:10]([CH2:42][O:43][CH2:44][CH2:45][Si:46]([CH3:49])([CH3:48])[CH3:47])[CH:9]=1)=[O:7])([CH3:4])([CH3:3])[CH3:2]>FC(F)(F)CO>[NH:33]1[CH2:34][CH:31]([CH2:30][N:19]2[C:20]3[C:25](=[CH:24][C:23]([O:26][CH:27]([F:29])[F:28])=[CH:22][CH:21]=3)[C:17]([C:14]3[N:15]=[C:16]4[C:8]([C:6]([NH:5][C:1]([CH3:3])([CH3:4])[CH3:2])=[O:7])=[CH:9][N:10]([CH2:42][O:43][CH2:44][CH2:45][Si:46]([CH3:49])([CH3:48])[CH3:47])[C:11]4=[N:12][CH:13]=3)=[N:18]2)[CH2:32]1. Procedure details: A stirred solution of tert-butyl 3-((3-(7-(tert-butylcarbamoyl)-5-((2-(trimethylsilyl)ethoxy)methyl)-5H-pyrrolo[2,3-b]pyrazin-2-yl)-5-(difluoromethoxy)-1H-indazol-1-yl)methyl)azetidine-1-carboxylate (180 mg, 257 μmol) in 2,2,2-trifluoroethanol (2 mL) was heated in a microwave at 150° C. for 6 h then cooled, concentrated and used in the next reaction without purification. Starting materials: C(C)(C)(C)C1=NC(=CC(=N1)N1CCN(CC1)CCCCl)C1CC1 (2-tert-butyl-4-[4-(3-chloro-propyl)-piperazin-1-yl]-6-cyclopropyl-pyrimidine), [OH-].[Li+] (lithium hydroxide), [I-].[Na+] (sodium iodide), SC1=NC=CC=N1 (2-mercapto-pyrimidine). Solvent: CN(C=O)C (dimethylformamide). Reaction conditions: temperature 60 celsius. The product is C(C)(C)(C)C1=NC(=CC(=N1)C1CC1)N1CCN(CC1)CCCSC1=NC=CC=N1 (2-tert-Butyl-4-cyclopropyl-6-{4-[3-(pyrimidin-2-ylsulfanyl)-propyl]-piperazin-1-yl}-pyrimidine). The yield is 113.0%. As a reaction SMILES: [SH:1][C:2]1[N:7]=[CH:6][CH:5]=[CH:4][N:3]=1.[OH-].[Li+].[I-].[Na+].[C:12]([C:16]1[N:21]=[C:20]([N:22]2[CH2:27][CH2:26][N:25]([CH2:28][CH2:29][CH2:30]Cl)[CH2:24][CH2:23]2)[CH:19]=[C:18]([CH:32]2[CH2:34][CH2:33]2)[N:17]=1)([CH3:15])([CH3:14])[CH3:13]>CN(C)C=O>[C:12]([C:16]1[N:17]=[C:18]([CH:32]2[CH2:33][CH2:34]2)[CH:19]=[C:20]([N:22]2[CH2:27][CH2:26][N:25]([CH2:28][CH2:29][CH2:30][S:1][C:2]3[N:7]=[CH:6][CH:5]=[CH:4][N:3]=3)[CH2:24][CH2:23]2)[N:21]=1)([CH3:15])([CH3:13])[CH3:14] |f:1.2,3.4|. Procedure details: 0.4 g of 2-mercapto-pyrimidine (3.57 mmol) were dissolved in 20 ml of dimethylformamide. After addition of 0.09 g of lithium hydroxide (3.57 mmol) and 0.27 g of sodium iodide (1.78 mmol), the reaction mixture was stirred at 60° C. and 1.2 g of 2-tert-butyl-4-[4-(3-chloro-propyl)-piperazin-1-yl]-6-cyclopropyl-pyrimidine (3.56 mmol) were added in portions. The reaction mixture was stirred at 60° C. for 1 h, and, after evaporation of dimethylformamide, the residue was partitioned between 30 ml of e... Reactants: Cl.FC(C1=CC=C(CN)C=C1)(F)F (4-trifluoromethylbenzylamine hydrochloride), ClC1=C(C(=O)Cl)C(=CC=C1)Cl (2,6-dichlorobenzoyl chloride). Solvent: O1CCCC1 (tetrahydrofuran), C(C)N(CC)CC (triethylamine). The product is ClC1=C(C(=O)NCC2=CC=C(C=C2)C(F)(F)F)C(=CC=C1)Cl (2,6-Dichloro-N-[[4-(trifluoromethyl)phenyl]-methyl]benzamide). RXN SMILES: Cl.[F:2][C:3]([F:13])([F:12])[C:4]1[CH:11]=[CH:10][C:7]([CH2:8][NH2:9])=[CH:6][CH:5]=1.[Cl:14][C:15]1[CH:23]=[CH:22][CH:21]=[C:20]([Cl:24])[C:16]=1[C:17](Cl)=[O:18]>O1CCCC1.C(N(CC)CC)C>[Cl:14][C:15]1[CH:23]=[CH:22][CH:21]=[C:20]([Cl:24])[C:16]=1[C:17]([NH:9][CH2:8][C:7]1[CH:10]=[CH:11][C:4]([C:3]([F:12])([F:13])[F:2])=[CH:5][CH:6]=1)=[O:18] |f:0.1|. Procedure details: To 21.1 g (0.1 mole) of 4-trifluoromethylbenzylamine hydrochloride was added 20.9 g (0.10 mole) of 2,6-dichlorobenzoyl chloride in 200 ml of tetrahydrofuran. Then was added in 1 portion 30 ml triethylamine. The reactants are FC1=CC=C(C=C1)[C@H](C)NC1=NC(=CC(=N1)C=1C=C(C#N)C=CC1)NC1=NC=CN=C1 ((S)-3-{2-[1-(4-fluorophenyl)ethylamino]-6-(pyrazin-2-ylamino)pyrimidin-4-yl}benzonitrile), [F-].[K+] (potassium fluoride), C(C)(C)(C)O (t-butanol), [F-].[K+] (potassium fluoride). Conditions: temperature 80 celsius, time 2 hour. The product is FC1=CC=C(C=C1)[C@H](C)NC1=NC(=CC(=N1)C=1C=C(C(=O)N)C=CC1)NC1=NC=CN=C1 ((S)-3-{2-[1-(4-Fluorophenyl)ethylamino]-6-(pyrazin-2-ylamino)pyrimidin-4-yl}benzamide). Reaction SMILES: [F:1][C:2]1[CH:7]=[CH:6][C:5]([C@@H:8]([NH:10][C:11]2[N:16]=[C:15]([C:17]3[CH:18]=[C:19]([CH:22]=[CH:23][CH:24]=3)[C:20]#[N:21])[CH:14]=[C:13]([NH:25][C:26]3[CH:31]=[N:30][CH:29]=[CH:28][N:27]=3)[N:12]=2)[CH3:9])=[CH:4][CH:3]=1.[F-].[K+].C([OH:38])(C)(C)C>>[F:1][C:2]1[CH:7]=[CH:6][C:5]([C@@H:8]([NH:10][C:11]2[N:16]=[C:15]([C:17]3[CH:18]=[C:19]([CH:22]=[CH:23][CH:24]=3)[C:20]([NH2:21])=[O:38])[CH:14]=[C:13]([NH:25][C:26]3[CH:31]=[N:30][CH:29]=[CH:28][N:27]=3)[N:12]=2)[CH3:9])=[CH:4][CH:3]=1 |f:1.2|. Procedure: 192 mg of (S)-3-{2-[1-(4-fluorophenyl)ethylamino]-6-(pyrazin-2-ylamino)pyrimidin-4-yl}benzonitrile (Example 81) was added to 5 ml of t-butanol, and 384 mg of potassium fluoride supported on activated alumina was added thereto, and the mixture was stirred at 80° C. for 2 hours. 384 mg of potassium fluoride supported on activated alumina was added thereto, and the mixture was further stirred for 15 hours. The reaction solution was filtrated to remove precipitates, and then the filtrate was concent... Starting materials: ClC1=C(C=CC=C1)C1=CC=C(C=C1)C(C(=O)OCC)O (ethyl 2'-chloro-4-biphenylylglycolate), P(Br)(Br)(Br)(Br)Br (phosphorus pentabromide). The solvent is petroleum ether. Yields the product BrC(C(=O)OCC)C1=CC=C(C=C1)C1=C(C=CC=C1)Cl (ethyl α-bromo-2'-chloro-4-biphenylylacetate). Reaction SMILES: [Cl:1][C:2]1[CH:7]=[CH:6][CH:5]=[CH:4][C:3]=1[C:8]1[CH:13]=[CH:12][C:11]([CH:14](O)[C:15]([O:17][CH2:18][CH3:19])=[O:16])=[CH:10][CH:9]=1.P(Br)(Br)(Br)(Br)[Br:22]>>[Br:22][CH:14]([C:11]1[CH:12]=[CH:13][C:8]([C:3]2[CH:4]=[CH:5][CH:6]=[CH:7][C:2]=2[Cl:1])=[CH:9][CH:10]=1)[C:15]([O:17][CH2:18][CH3:19])=[O:16]. Procedure details: To 15.0 g. (0.0476 moles) of ethyl 2'-chloro-4-biphenylylglycolate there is added slowly with stirring at 40°-50°C 23 g. (0.053 moles) of phosphorus pentabromide. The mixture is stirred at room temperature for 16 hours, then diluted with 70 ml. of petroleum ether, and poured into 125 ml. of ice-cold water. The organic phase is separated, washed with saturated aqueous sodium hydrogen carbonate solution, dried over anhydrous sodium sulfate, filtered and the solvent removed in vacuo to obtain ethyl... The reactants are Cl (hydrochloric acid), [Cl-].[Na+] (sodium chloride), CS(=O)(=O)Cl (methane sulfonyl chloride), C(C)(=O)C1=C(C=C(C(=C1)CO)OCCCCC#N)OCCCCC#N (5,5'-{[4-Acetyl-6-(hydroxymethyl)-1,3-phenylene]bis(oxy)}bis[pentanenitrile]), [Cl-].[Li+] (lithium chloride), N1=C(C=C(C=C1C)C)C (collidine). Run in CN(C=O)C (dimethylformamide). Run at time 2 hour. Yields the product C(C)(=O)C1=C(C=C(C(=C1)CCl)OCCCCC#N)OCCCCC#N (5,5'-{[4-Acetyl-6-(chloromethyl)-1,3-phenylene]bis(oxy)}bis[pentanenitrile]). Reaction SMILES: [C:1]([C:4]1[CH:9]=[C:8]([CH2:10]O)[C:7]([O:12][CH2:13][CH2:14][CH2:15][CH2:16][C:17]#[N:18])=[CH:6][C:5]=1[O:19][CH2:20][CH2:21][CH2:22][CH2:23][C:24]#[N:25])(=[O:3])[CH3:2].N1C(C)=CC(C)=CC=1C.[Cl-].[Li+].CS([Cl:41])(=O)=O.Cl.[Cl-].[Na+]>CN(C)C=O>[C:1]([C:4]1[CH:9]=[C:8]([CH2:10][Cl:41])[C:7]([O:12][CH2:13][CH2:14][CH2:15][CH2:16][C:17]#[N:18])=[CH:6][C:5]=1[O:19][CH2:20][CH2:21][CH2:22][CH2:23][C:24]#[N:25])(=[O:3])[CH3:2] |f:2.3,6.7|. Procedure details: The compound of Example 124 (688 mg) was dissolved in 50 ml of dimethylformamide. To this solution were added 0.29 ml of collidine followed by 0.252 g of lithium chloride. The reaction was cooled by means of an external ice bath and 0.507 ml of methane sulfonyl chloride were added. After stirring for 2 hours, the reaction was allowed to warm to room temperature. The mixture was poured into cold dilute hydrochloric acid to which sodium chloride had been added and the solution was extracted with e...